From a dataset of the Open Reaction Database (ORD), a public repository of structured organic reaction records. describe an organic reaction: reactants, conditions, products, and yield Reactants: CSC1=CC=C(C=C1)OCCC(CCCC(C)(C)OC)C (7-methoxy-3,7-dimethyloctyl 4-methylthiophenyl ether), CSC1=CC=C(C=C1)OCC=C(CCCC(C)(C)OC)C (7-methoxy-3,7-dimethyloct-2-enyl 4-methylthiophenyl ether), CSC1=CC=C(C=C1)OCCC(CCCC(C)(C)OCC)C (7-ethoxy-3,7-dimethyloctyl 4-methylthiophenyl ether), 7-ethoxy-3,7-dimethyloctyl-2-enyl 4-methylthiophenyl ether, I(=O)(=O)(=O)[O-].[Na+] (sodium metaperiodate). Product: CS(=O)C1=CC=C(C=C1)OCCC(CCCC(C)(C)OC)C (7-methoxy-3,7-dimethyloctyl 4-methylsulfinylphenyl ether), CS(=O)C1=CC=C(C=C1)OCC=C(CCCC(C)(C)OC)C (7-methoxy-3,7-dimethyloct-2-enyl 4-methylsulfinylphenyl ether), CS(=O)C1=CC=C(C=C1)OCCC(CCCC(C)(C)OCC)C (7-ethoxy-3,7-dimethyloctyl 4-methylsulfinylphenyl ether), CS(=O)C1=CC=C(C=C1)OCC=C(CCCC(C)(C)OCC)C (7-ethoxy-3,7-dimethyloct-2-enyl 4-methylsulfinylphenyl ether). Reaction SMILES: [CH3:1][S:2][C:3]1[CH:8]=[CH:7][C:6]([O:9][CH2:10][CH2:11][CH:12]([CH3:21])[CH2:13][CH2:14][CH2:15][C:16]([O:19][CH3:20])([CH3:18])[CH3:17])=[CH:5][CH:4]=1.CSC1C=CC([O:30]CC=C(C)CCCC(OC)(C)C)=CC=1.[CH3:43][S:44][C:45]1[CH:50]=[CH:49][C:48]([O:51][CH2:52][CH2:53][CH:54]([CH3:64])[CH2:55][CH2:56][CH2:57][C:58]([O:61][CH2:62][CH3:63])([CH3:60])[CH3:59])=[CH:47][CH:46]=1.I([O-])(=O)(=O)=[O:66].[Na+]>>[CH3:1][S:2]([C:3]1[CH:4]=[CH:5][C:6]([O:9][CH2:10][CH2:11][CH:12]([CH3:21])[CH2:13][CH2:14][CH2:15][C:16]([O:19][CH3:20])([CH3:18])[CH3:17])=[CH:7][CH:8]=1)=[O:30].[CH3:43][S:44]([C:45]1[CH:50]=[CH:49][C:48]([O:51][CH2:52][CH:53]=[C:54]([CH3:64])[CH2:55][CH2:56][CH2:57][C:58]([O:61][CH3:62])([CH3:60])[CH3:59])=[CH:47][CH:46]=1)=[O:66].[CH3:43][S:44]([C:45]1[CH:46]=[CH:47][C:48]([O:51][CH2:52][CH2:53][CH:54]([CH3:64])[CH2:55][CH2:56][CH2:57][C:58]([O:61][CH2:62][CH3:63])([CH3:60])[CH3:59])=[CH:49][CH:50]=1)=[O:9].[CH3:43][S:44]([C:45]1[CH:46]=[CH:47][C:48]([O:51][CH2:52][CH:53]=[C:54]([CH3:64])[CH2:55][CH2:56][CH2:57][C:58]([O:61][CH2:62][CH3:63])([CH3:60])[CH3:59])=[CH:49][CH:50]=1)=[O:9] |f:3.4|. Reported procedure: Each of 7-methoxy-3,7-dimethyloctyl 4-methylthiophenyl ether, 7-methoxy-3,7-dimethyloct-2-enyl 4-methylthiophenyl ether, 7-ethoxy-3,7-dimethyloctyl 4-methylthiophenyl ether and 7-ethoxy-3,7-dimethyloctyl-2-enyl 4-methylthiophenyl ether is treated with sodium metaperiodate according to the process of Example 6 to yield 7-methoxy-3,7-dimethyloctyl 4-methylsulfinylphenyl ether, 7-methoxy-3,7-dimethyloct-2-enyl 4-methylsulfinylphenyl ether, 7-ethoxy-3,7-dimethyloctyl 4-methylsulfinylphenyl ether and...